This data is from the Open Reaction Database (ORD), a public repository of structured organic reaction records. The task is: describe an organic reaction: reactants, conditions, products, and yield The reactants are NC1=CC(=C(OC2=C(C(=NC=C2)C(=O)N)Cl)C=C1)F (4-(4-amino-2-fluorophenoxy)-3-chloropicolinamide), CN1N(C(C(=C1C)C(=O)O)=O)C1=CC=CC=C1 (1,5-dimethyl-3-oxo-2-phenyl-2,3-dihydro-1H-pyrazole-4-carboxylic acid), CCN=C=NCCCN(C)C (EDCI), C1=CC2=C(N=C1)N(N=N2)O (HOAT). The solvent is C(Cl)Cl (DCM). Conditions: temperature 45 celsius, time 14.5 hour. Product: ClC=1C(=NC=CC1OC1=C(C=C(C=C1)NC(=O)C=1C(N(N(C1C)C)C1=CC=CC=C1)=O)F)C(=O)N (3-chloro-4-(4-(1,5-dimethyl-3-oxo-2-phenyl-2,3-dihydro-1H-pyrazole-4-carboxamido)-2-fluorophenoxy)picolinamide). Isolated yield 93.2%. RXN SMILES: [NH2:1][C:2]1[CH:18]=[CH:17][C:5]([O:6][C:7]2[CH:12]=[CH:11][N:10]=[C:9]([C:13]([NH2:15])=[O:14])[C:8]=2[Cl:16])=[C:4]([F:19])[CH:3]=1.[CH3:20][N:21]1[C:25]([CH3:26])=[C:24]([C:27](O)=[O:28])[C:23](=[O:30])[N:22]1[C:31]1[CH:36]=[CH:35][CH:34]=[CH:33][CH:32]=1.CCN=C=NCCCN(C)C.C1C=NC2N(O)N=NC=2C=1>C(Cl)Cl>[Cl:16][C:8]1[C:9]([C:13]([NH2:15])=[O:14])=[N:10][CH:11]=[CH:12][C:7]=1[O:6][C:5]1[CH:17]=[CH:18][C:2]([NH:1][C:27]([C:24]2[C:23](=[O:30])[N:22]([C:31]3[CH:32]=[CH:33][CH:34]=[CH:35][CH:36]=3)[N:21]([CH3:20])[C:25]=2[CH3:26])=[O:28])=[CH:3][C:4]=1[F:19]. Procedure: To a suspension of 4-(4-amino-2-fluorophenoxy)-3-chloropicolinamide (306 mg, 1.40 mmol) and 1,5-dimethyl-3-oxo-2-phenyl-2,3-dihydro-1H-pyrazole-4-carboxylic acid (390 mg, 1.68 mmol) in DCM (6 mL) was added EDCI (322 mg, 1.68 mmol) and HOAT (38 mg, 0.28 mmol). The mixture was stirred at 45° C. for 14.5 hours, then cooled to rt and quenched with 5 mL of water. The mixture was extracted with EtOAc (10 mL×3) and the combined organic phases were washed with brine (10 mL×3), dried over Na2SO4 and conc... As a reaction SMILES: [CH3:1][N:2]1[CH2:3][CH2:4][N:5]([CH2:8][c:9]2[c:10]([C:20]([F:21])([F:22])[F:23])[cH:11][c:12]([C:13](=[O:14])[O:15][CH2:16][CH3:17])[cH:18][cH:19]2)[CH2:6][CH2:7]1.[CH3:26][CH2:27][OH:28].[Na+:25].[OH-:24]>>[CH3:1][N:2]1[CH2:3][CH2:4][N:5]([CH2:8][c:9]2[c:10]([C:20]([F:21])([F:22])[F:23])[cH:11][c:12]([C:13](=[O:14])[OH:15])[cH:18][cH:19]2)[CH2:6][CH2:7]1. Product: CN1CCN(Cc2ccc(C(=O)O)cc2C(F)(F)F)CC1. The reactants are CCOC(=O)c1ccc(CN2CCN(C)CC2)c(C(F)(F)F)c1, CCO, [Na+], [OH-]. The reactants are OC=1C=C(C=O)C=CC1OCCC (3-hydroxy-4-propoxybenzaldehyde), CC(=O)C1=CC(=CC(=C1)OC)OC (3,5-dimethoxyacetophenone), [OH-].[Na+] (sodium hydroxide). Run in CO (methanol). Product: OC=1C=C(C=CC1OCCC)\C=C\C(=O)C1=CC(=CC(=C1)OC)OC ((E)-1-(3-hydroxy-4-propoxyphenyl)-3-(3,5-dimethoxyphenyl)prop-1-en-3-one). Isolated yield 132.1%. RXN SMILES: [OH:1][C:2]1[CH:3]=[C:4]([CH:7]=[CH:8][C:9]=1[O:10][CH2:11][CH2:12][CH3:13])[CH:5]=O.[CH3:14][C:15]([C:17]1[CH:22]=[C:21]([O:23][CH3:24])[CH:20]=[C:19]([O:25][CH3:26])[CH:18]=1)=[O:16].[OH-].[Na+]>CO>[OH:1][C:2]1[CH:3]=[C:4](/[CH:5]=[CH:14]/[C:15]([C:17]2[CH:18]=[C:19]([O:25][CH3:26])[CH:20]=[C:21]([O:23][CH3:24])[CH:22]=2)=[O:16])[CH:7]=[CH:8][C:9]=1[O:10][CH2:11][CH2:12][CH3:13] |f:2.3|. Procedure: A mixture of 3-hydroxy-4-propoxybenzaldehyde (0.4 g, 2.1 mmol), 3,5-dimethoxyacetophenone (0.371 mg, 2.1 mmol) and 50% w/v of aqueous sodium hydroxide (3.3 ml, 0.206 mol) in methanol (10 ml) at room temperature for 18 h. The yellow solid that precipitated was filtered and sequentially washed with cold methanol and ether and finally dried in a vacuum dessicator. Purification was achieved using column chromatography (SiO2, petroleum:ether (40:60 v/v) with an increasing gradient of ethyl acetate) w... Starting materials: BrC=1C=C(C=CC1F)C1C2=C(NC(=C1C(=O)OC)CBr)COCC2=O (Methyl 4-(3-bromo-4-fluorophenyl)-2-(bromomethyl)-5-oxo-4,5,6,8-tetrahydro-1H-pyrano[3,4-b]pyridine-3-carboxylate), CN (methyl amine), CO (methanol). Product: BrC=1C=C(C=CC1F)C1C2=C(NC3=C1C(N(C3)C)=O)COCC2=O (9-(3-bromo-4-fluorophenyl)-2-methyl-2,3,5,9-tetrahydropyrano[3,4-b]pyrrolo[3,4-e]pyridine-1,8(4H,7H)-dione). As a reaction SMILES: [Br:1][C:2]1[CH:3]=[C:4]([CH:9]2[C:14]([C:15]([O:17]C)=O)=[C:13]([CH2:19]Br)[NH:12][C:11]3[CH2:21][O:22][CH2:23][C:24](=[O:25])[C:10]2=3)[CH:5]=[CH:6][C:7]=1[F:8].[CH3:26][NH2:27].CO>>[Br:1][C:2]1[CH:3]=[C:4]([CH:9]2[C:14]3[C:15](=[O:17])[N:27]([CH3:26])[CH2:19][C:13]=3[NH:12][C:11]3[CH2:21][O:22][CH2:23][C:24](=[O:25])[C:10]2=3)[CH:5]=[CH:6][C:7]=1[F:8]. Reported procedure: A solution of the product from Example 25B (0.16 g, 0.34 mmol) and 2M methyl amine in methanol (3.5 mL, 7.0 mmol) was stirred at ambient temperature for 16 hours and concentrated. Purification of the residue on silica gel (5% and then 10% methanol in methylene chloride) provided an oil which was crystallized from ethanol, collected by filtration and dried to yield the title compound (0.016 g) as a white solid. Starting materials: COC(=O)c1c(F)cc(N2CCN(C)CC2)cc1NC(=O)Cc1ccc2c(c1)OCO2, CO, [Li+], C1CCOC1, [OH-], O. Product: CN1CCN(c2cc(F)c(C(=O)O)c(NC(=O)Cc3ccc4c(c3)OCO4)c2)CC1. Reaction SMILES: [CH3:1][O:2][C:3]([c:4]1[c:5]([NH:18][C:19]([CH2:20][c:21]2[cH:22][c:23]3[c:24]([cH:28][cH:29]2)[O:25][CH2:26][O:27]3)=[O:30])[cH:6][c:7]([N:11]2[CH2:12][CH2:13][N:14]([CH3:17])[CH2:15][CH2:16]2)[cH:8][c:9]1[F:10])=[O:31].[CH3:32][OH:33].[Li+:35].[O:37]1[CH2:38][CH2:39][CH2:40][CH2:41]1.[OH-:36].[OH2:34]>>[O:2]=[C:3]([c:4]1[c:5]([NH:18][C:19]([CH2:20][c:21]2[cH:22][c:23]3[c:24]([cH:28][cH:29]2)[O:25][CH2:26][O:27]3)=[O:30])[cH:6][c:7]([N:11]2[CH2:12][CH2:13][N:14]([CH3:17])[CH2:15][CH2:16]2)[cH:8][c:9]1[F:10])[OH:31]. Starting materials: C(C)C(C(=O)OCC)C(CC)(C1=CC=C(C=C1)OC)O (ethyl 2-ethyl-3-hydroxy-3-(p-methoxyphenyl)pentanoate). Reagents/catalysts: [Pd] (Pd-C), CS(=O)(=O)O (methanesulfonic acid). The solvent is C(C)(=O)O (acetic acid). The product is C(C)C(C(=O)OCC)C(CC)C1=CC=C(C=C1)OC (Ethyl 2-ethyl-3-(p-methoxyphenyl)pentanoate). RXN SMILES: [CH2:1]([CH:3]([C:9](O)([C:12]1[CH:17]=[CH:16][C:15]([O:18][CH3:19])=[CH:14][CH:13]=1)[CH2:10][CH3:11])[C:4]([O:6][CH2:7][CH3:8])=[O:5])[CH3:2]>C(O)(=O)C.CS(O)(=O)=O.[Pd]>[CH2:1]([CH:3]([CH:9]([C:12]1[CH:17]=[CH:16][C:15]([O:18][CH3:19])=[CH:14][CH:13]=1)[CH2:10][CH3:11])[C:4]([O:6][CH2:7][CH3:8])=[O:5])[CH3:2]. Procedure details: 10.7 g (0.038 mol) of ethyl 2-ethyl-3-hydroxy-3-(p-methoxyphenyl)pentanoate were hydrogenated in acetic acid (88 ml) solution in the presence of methanesulfonic acid (7 drops) by using 10% Pd-C as catalyst. The catalyst was filtered off and the solvent was evaporated. The product was dissolved in methylene chloride, washed with diluted potassium carbonate and water and dried. After evaporation of the solvent 9,5 g (97%) of the product as a mixture of erythro and threo diastereomers were obtained... The reactants are C(C)(C)(C)OC(=O)[C@H]1N(C(CC1)=O)C1=NC=C(C=C1Cl)C(F)(F)F ((S)-1-(3-Chloro-5-trifluoromethyl-pyridin-2-yl)-5-oxo-pyrrolidine-2-carboxylic acid tert-butyl ester), FC(C(=O)O)(F)F (trifluoroacetic acid). Product: ClC=1C(=NC=C(C1)C(F)(F)F)N1[C@@H](CCC1=O)C(=O)O ((S)-1-(3-chloro-5-trifluoromethyl-pyridin-2-yl)-5-oxo-pyrrolidine-2-carboxylic acid). Reaction SMILES: C([O:5][C:6]([C@@H:8]1[CH2:12][CH2:11][C:10](=[O:13])[N:9]1[C:14]1[C:19]([Cl:20])=[CH:18][C:17]([C:21]([F:24])([F:23])[F:22])=[CH:16][N:15]=1)=[O:7])(C)(C)C.FC(F)(F)C(O)=O>>[Cl:20][C:19]1[C:14]([N:9]2[C:10](=[O:13])[CH2:11][CH2:12][C@H:8]2[C:6]([OH:7])=[O:5])=[N:15][CH:16]=[C:17]([C:21]([F:23])([F:22])[F:24])[CH:18]=1. Reported procedure: (S)-1-(3-Chloro-5-trifluoromethyl-pyridin-2-yl)-5-oxo-pyrrolidine-2-carboxylic acid tert-butyl ester (760 mg, 2.1 mmol) is treated with pre-cooled trifluoroacetic acid (5 mL). The clear solution is kept at room temperature for 1 h. Trifluoroacetic acid is evaporated in vacuo and the concentrate is treated with ice/water. Precipitated white solid is filtered, washed with water to give the title compound, ESI m/z 309 [M+H]+. Reaction conditions: time 1 hour.